This data is from the Open Reaction Database (ORD), a public repository of structured organic reaction records. The task is: describe an organic reaction: reactants, conditions, products, and yield The reactants are COC1=C(C=CC=C1)NS(=O)(=O)C (N-(2-methoxyphenyl)methanesulfonamide), BrCCCCCC(=O)Cl (6-bromohexanoyl chloride). Yields the product BrCCCCCC(=O)C=1C=CC(=C(C1)NS(=O)(=O)C)OC (N-[5-(6-Bromohexanoyl)-2-methoxyphenyl]methanesulfonamide). Reaction SMILES: [CH3:1][O:2][C:3]1[CH:8]=[CH:7][CH:6]=[CH:5][C:4]=1[NH:9][S:10]([CH3:13])(=[O:12])=[O:11].[Br:14][CH2:15][CH2:16][CH2:17][CH2:18][CH2:19][C:20](Cl)=[O:21]>>[Br:14][CH2:15][CH2:16][CH2:17][CH2:18][CH2:19][C:20]([C:6]1[CH:7]=[CH:8][C:3]([O:2][CH3:1])=[C:4]([NH:9][S:10]([CH3:13])(=[O:12])=[O:11])[CH:5]=1)=[O:21]. Procedure: Using N-(2-methoxyphenyl)methanesulfonamide (10.0 g) and 6-bromohexanoyl chloride (8.37 ml) according to the same method as that of Reference Example 1, the title compound (9.80 g) was obtained as colorless crystals. Starting materials: COC(=O)c1cc(-c2c(C)cnn2C)cs1, O=C1CCC(=O)N1Cl, C1CCOC1. Yields the product COC(=O)c1cc(-c2c(C)c(Cl)nn2C)cs1. Reaction SMILES: [CH3:9][n:10]1[n:11][cH:12][c:13]([CH3:24])[c:14]1-[c:15]1[cH:16][c:17]([C:20](=[O:21])[O:22][CH3:23])[s:18][cH:19]1.[Cl:1][N:2]1[C:3](=[O:4])[CH2:5][CH2:6][C:7]1=[O:8].[O:25]1[CH2:26][CH2:27][CH2:28][CH2:29]1>>[Cl:1][c:12]1[n:11][n:10]([CH3:9])[c:14](-[c:15]2[cH:16][c:17]([C:20](=[O:21])[O:22][CH3:23])[s:18][cH:19]2)[c:13]1[CH3:24]. Starting materials: [OH-].[Na+] (sodium hydroxide), N1CCC(CC1)=C1C=2C=C(SC2C=CC2=C1C=CC=C2)CCC(=O)OCC (Ethyl 3-(4-piperidin-4-ylidene-4H-1-thiabenzo[f]azulen-2-yl)propionate). The solvent is C(C)O (ethanol). Reaction conditions: time 2 hour. The product is N1CCC(CC1)=C1C=2C=C(SC2C=CC2=C1C=CC=C2)CCC(=O)O (3-(4-Piperidin-4-ylidene-4H-1-thiabenzo[f]azulen-2-yl)propionic acid). Isolated yield 59.1%. As a reaction SMILES: [OH-].[Na+].[NH:3]1[CH2:8][CH2:7][C:6](=[C:9]2[C:18]3[CH:19]=[CH:20][CH:21]=[CH:22][C:17]=3[CH:16]=[CH:15][C:14]3[S:13][C:12]([CH2:23][CH2:24][C:25]([O:27]CC)=[O:26])=[CH:11][C:10]2=3)[CH2:5][CH2:4]1>C(O)C>[NH:3]1[CH2:4][CH2:5][C:6](=[C:9]2[C:18]3[CH:19]=[CH:20][CH:21]=[CH:22][C:17]=3[CH:16]=[CH:15][C:14]3[S:13][C:12]([CH2:23][CH2:24][C:25]([OH:27])=[O:26])=[CH:11][C:10]2=3)[CH2:7][CH2:8]1 |f:0.1|. Reported procedure: A 2 mol/L aqueous sodium hydroxide solution (10 mL, equivalent to 20 mmol of sodium hydroxide) was added to an ethanol (30 mL) solution of the compound obtained in Example 36 (2.0 g, 5.3 mmol), and the mixture was stirred at room temperature for 2 hours. The solvents were distilled off, water was then added to the residue, and the mixture was adjusted to a pH of 7 with a diluted hydrochloric acid. The precipitated crystals were separated by filtration and dried, to give 1.1 g (59%) of the captio... Procedure: A mixture of hydroxylammonium chloride (0.43 g), sodium hydrogen carbonate (0.66 g) and dimethyl sulfoxide (3 mL) was stirred at 50° C. for 30 min, 4′-({7-butyl-4-[trans-4-(2-hydroxypropoxy)cyclohexyl]-5-oxo-4,5-dihydropyrazolo[1,5-a]pyrimidin-6-yl}methyl)biphenyl-2-carbonitrile (0.27 g) was added, and the mixture was stirred at 90° C. for 18 hr. The reaction mixture was diluted with ethyl acetate, washed with water and then with saturated brine, and dried over anhydrous magnesium sulfate. The s... Reaction SMILES: [Cl-].O[NH3+:3].[C:4](=[O:7])([O-])[OH:5].[Na+].CS(C)=O.[CH2:13]([C:17]1[N:22]2[N:23]=[CH:24][CH:25]=[C:21]2[N:20]([C@H:26]2[CH2:31][CH2:30][C@H:29]([O:32][CH2:33][CH:34]([OH:36])[CH3:35])[CH2:28][CH2:27]2)[C:19](=[O:37])[C:18]=1[CH2:38][C:39]1[CH:44]=[CH:43][C:42]([C:45]2[C:46]([C:51]#[N:52])=[CH:47][CH:48]=[CH:49][CH:50]=2)=[CH:41][CH:40]=1)[CH2:14][CH2:15][CH3:16]>C(OCC)(=O)C>[CH2:13]([C:17]1[N:22]2[N:23]=[CH:24][CH:25]=[C:21]2[N:20]([C@H:26]2[CH2:31][CH2:30][C@H:29]([O:32][CH2:33][CH:34]([OH:36])[CH3:35])[CH2:28][CH2:27]2)[C:19](=[O:37])[C:18]=1[CH2:38][C:39]1[CH:40]=[CH:41][C:42]([C:45]2[CH:50]=[CH:49][CH:48]=[CH:47][C:46]=2[C:51]2[NH:3][C:4](=[O:7])[O:5][N:52]=2)=[CH:43][CH:44]=1)[CH2:14][CH2:15][CH3:16] |f:0.1,2.3|. Yields the product C(CCC)C1=C(C(N(C=2N1N=CC2)[C@@H]2CC[C@H](CC2)OCC(C)O)=O)CC2=CC=C(C=C2)C2=C(C=CC=C2)C2=NOC(N2)=O (7-butyl-4-[trans-4-(2-hydroxypropoxy)cyclohexyl]-6-{[2′-(5-oxo-4,5-dihydro-1,2,4-oxadiazol-3-yl)biphenyl-4-yl]methyl}pyrazolo[1,5-a]pyrimidin-5(4H)-one). Isolated yield 73.4%. Conditions: temperature 50 celsius, time 30 minute. The solvent is C(C)(=O)OCC (ethyl acetate). Reactants: [Cl-].O[NH3+] (hydroxylammonium chloride), C(O)([O-])=O.[Na+] (sodium hydrogen carbonate), CS(=O)C (dimethyl sulfoxide), C(CCC)C1=C(C(N(C=2N1N=CC2)[C@@H]2CC[C@H](CC2)OCC(C)O)=O)CC2=CC=C(C=C2)C=2C(=CC=CC2)C#N (4′-({7-butyl-4-[trans-4-(2-hydroxypropoxy)cyclohexyl]-5-oxo-4,5-dihydropyrazolo[1,5-a]pyrimidin-6-yl}methyl)biphenyl-2-carbonitrile). Procedure: To a solution of 7-(4-bromo-2-fluoro-phenylamino)-benzo[d]isothiazole-6-carboxylic acid (2-vinyloxy-ethoxy)-amide (95 mg, 0.21 mmol) in MeOH (4 mL) was added a 1.0M aqueous solution of hydrochloric acid (0.42 mL). The reaction mixture was stirred at room temperature for 1 hour before being concentrated in vacuo. The resultant residue was taken up in ethyl acetate, washed with a saturated aqueous solution of sodium hydrogen carbonate then brine, dried (Na2SO4), filtered and evaporated in vacuo. T... Yields the product OCCONC(=O)C1=C(C2=C(C=NS2)C=C1)NC1=C(C=C(C=C1)Br)F (7-(4-Bromo-2-fluoro-phenylamino)-benzo[d]isothiazole-6-carboxylic acid (2-hydroxy-ethoxy)-amide). As a reaction SMILES: C([O:3][CH2:4][CH2:5][O:6][NH:7][C:8]([C:10]1[CH:18]=[CH:17][C:13]2[CH:14]=[N:15][S:16][C:12]=2[C:11]=1[NH:19][C:20]1[CH:25]=[CH:24][C:23]([Br:26])=[CH:22][C:21]=1[F:27])=[O:9])=C.Cl>CO>[OH:3][CH2:4][CH2:5][O:6][NH:7][C:8]([C:10]1[CH:18]=[CH:17][C:13]2[CH:14]=[N:15][S:16][C:12]=2[C:11]=1[NH:19][C:20]1[CH:25]=[CH:24][C:23]([Br:26])=[CH:22][C:21]=1[F:27])=[O:9]. Isolated yield 69.3%. Starting materials: C(=C)OCCONC(=O)C1=C(C2=C(C=NS2)C=C1)NC1=C(C=C(C=C1)Br)F (7-(4-bromo-2-fluoro-phenylamino)-benzo[d]isothiazole-6-carboxylic acid (2-vinyloxy-ethoxy)-amide), aqueous solution, Cl (hydrochloric acid). The solvent is CO (MeOH). Run at time 1 hour. The reactants are ClC1=CC=C(C=C1)C(CC(C1=CC=CC=C1)C(C(=O)O)C(=O)O)=O (2-[3-(4-chlorophenyl)-3-oxo-1-phenylpropyl]malonic acid). Run in CC(=O)C.CO (acetone methanol). Reaction conditions: time 1 hour. Yields the product ClC1=CC=C(C=C1)C(CC(CC(=O)O)C1=CC=CC=C1)=O (5-(4-chlorophenyl)-5-oxo-3-phenylpentanoic acid). Yield: 72.5%. As a reaction SMILES: [Cl:1][C:2]1[CH:7]=[CH:6][C:5]([C:8](=[O:24])[CH2:9][CH:10]([CH:17](C(O)=O)[C:18]([OH:20])=[O:19])[C:11]2[CH:16]=[CH:15][CH:14]=[CH:13][CH:12]=2)=[CH:4][CH:3]=1>CC(C)=O.CO>[Cl:1][C:2]1[CH:3]=[CH:4][C:5]([C:8](=[O:24])[CH2:9][CH:10]([C:11]2[CH:12]=[CH:13][CH:14]=[CH:15][CH:16]=2)[CH2:17][C:18]([OH:20])=[O:19])=[CH:6][CH:7]=1 |f:1.2|. Procedure details: Neat 2-[3-(4-chlorophenyl)-3-oxo-1-phenylpropyl]malonic acid (0.3 g) was heated to 160° C. with stirring for 1 h. After cooling to rt the crude was dissolved in acetone/methanol. Precipitation of product was effected by addition of dichloromethane. The precipitate was collected to afford 5-(4-chlorophenyl)-5-oxo-3-phenylpentanoic acid (0.19 g) as colourless crystals.